This data is from the Open Reaction Database (ORD), a public repository of structured organic reaction records. The task is: describe an organic reaction: reactants, conditions, products, and yield Reactants: O (water), resulting precipitate, [H-].[Na+] (NaH), N1C(C(NC2=CC=CC=C12)=O)=O (quinoxaline-2,3(1H,4H)-dione), CN(C)C=O (DMF), CI (methyl iodide). Reaction conditions: time 4 hour. Yields the product CN1C(C(N(C2=CC=CC=C12)C)=O)=O (1,4-dimethylquinoxaline-2,3(1H,4H)-dione). Yield: 95.0%. As a reaction SMILES: [H-].[Na+].N1[C:12]2[C:7](=C[CH:9]=[CH:10][CH:11]=2)[NH:6][C:5](=[O:13])C1=O.[CH3:15]I.O.[CH3:18][N:19]([CH:21]=[O:22])[CH3:20]>>[CH3:18][N:19]1[C:20]2[C:7](=[CH:12][CH:11]=[CH:10][CH:9]=2)[N:6]([CH3:15])[C:5](=[O:13])[C:21]1=[O:22] |f:0.1|. Reported procedure: To a solution of NaH (2.5 g) in DMF (200 mL) was added quinoxaline-2,3(1H,4H)-dione (5 g) in portions, followed by the slow addition of methyl iodide (3.8 mL). The reaction mixture was stirred at ambient temperature for 4 hours, then water was added (200 mL) The resulting precipitate was collected by filtration and washed with water to afford 1,4-dimethylquinoxaline-2,3(1H,4H)-dione as a white solid in 95% yield. 1H NMR (400 MHz, DMSO-d6): δ, ppm: 3.50 (s, 6H), 7.25 (m, 2H), 7.38 (m, 4H). The reactants are C(C1=CC=CC=C1)OC(=O)N1CCC(C(CC1)=O)NC(C)=O (4-acetylamino-5-oxo-azepane-1-carboxylic acid benzyl ester), [OH-].COC(=O)NS(=O)(=O)[N+](CC)(CC)CC ((methoxycarbonylsulfamoyl)triethylammonium hydroxide). Run in O1CCCC1 (tetrahydrofuran). Yields the product CC=1OC2=C(CCN(CC2)C(=O)OCC2=CC=CC=C2)N1 (Benzyl 2-methyl-4,5,7,8-tetrahydrooxazolo[4,5-d]azepine-6-carboxylate). The yield is 814.9%. Reaction SMILES: [CH2:1]([O:8][C:9]([N:11]1[CH2:17][CH2:16][C:15](=O)[CH:14]([NH:19][C:20](=[O:22])[CH3:21])[CH2:13][CH2:12]1)=[O:10])[C:2]1[CH:7]=[CH:6][CH:5]=[CH:4][CH:3]=1.[OH-].COC(NS([N+](CC)(CC)CC)(=O)=O)=O>O1CCCC1>[CH3:21][C:20]1[O:22][C:15]2[CH2:16][CH2:17][N:11]([C:9]([O:8][CH2:1][C:2]3[CH:3]=[CH:4][CH:5]=[CH:6][CH:7]=3)=[O:10])[CH2:12][CH2:13][C:14]=2[N:19]=1 |f:1.2|. Procedure details: 3 g 4-acetylamino-5-oxo-azepane-1-carboxylic acid benzyl ester in 100 mL tetrahydrofuran and 3.8 g (methoxycarbonylsulfamoyl)triethylammonium hydroxide were heated in a sealed tube at 75° C. for 1 h. The solvent was evaporated and the residue was purified by chromatographie on silica gel (ethyl acetate/hexane 1:2) to yield 23 g of the desired product. (M+H)+: 287